The task is: describe an organic reaction: reactants, conditions, products, and yield. This data is from the Open Reaction Database (ORD), a public repository of structured organic reaction records. The reactants are C(=O)(N1C=NC=C1)N1C=NC=C1 (1,1′-carbonyldiimidazole), COC1=C(C(=O)O)C=CC(=C1)N1CCOCC1 (2-methoxy-4-morpholinobenzoic acid), N[C@@H]1COC2=C(C1)C(=CC=C2)N2CCN(CC2)C ((S)-3-amino-5-(4-methylpiperazin-1-yl)-3,4-dihydro-2H-1-benzopyran). The solvent is CN(C=O)C (N,N-dimethylformamide), CN(C=O)C (N,N-dimethylformamide). Run at time 5 day. Product: CN1CCN(CC1)C1=CC=CC2=C1C[C@H](CO2)C=2C(=C(C(=O)N)C=CC2N2CCOCC2)OC ((S)-[5-(4-Methylpiperazin-1-yl)-3,4-dihydro-2H-1-benzopyran-3-yl]-2-methoxy-4-morpholinobenzamide). Isolated yield 32.7%. Reaction SMILES: C(N1C=CN=C1)([N:3]1C=CN=C1)=O.[CH3:13][O:14][C:15]1[CH:23]=[C:22]([N:24]2[CH2:29][CH2:28][O:27][CH2:26][CH2:25]2)[CH:21]=[CH:20][C:16]=1[C:17]([OH:19])=O.N[C@H:31]1[CH2:36][C:35]2[C:37]([N:41]3[CH2:46][CH2:45][N:44]([CH3:47])[CH2:43][CH2:42]3)=[CH:38][CH:39]=[CH:40][C:34]=2[O:33][CH2:32]1>CN(C)C=O>[CH3:47][N:44]1[CH2:45][CH2:46][N:41]([C:37]2[C:35]3[CH2:36][C@@H:31]([C:23]4[C:15]([O:14][CH3:13])=[C:16]([CH:20]=[CH:21][C:22]=4[N:24]4[CH2:29][CH2:28][O:27][CH2:26][CH2:25]4)[C:17]([NH2:3])=[O:19])[CH2:32][O:33][C:34]=3[CH:40]=[CH:39][CH:38]=2)[CH2:42][CH2:43]1. Reported procedure: A stirred solution of 1,1′-carbonyldiimidazole (222 mg, 1.37 mmol) and 2-methoxy-4-morpholinobenzoic acid (176 mg, 0.740 mmol) in anhydrous N,N-dimethylformamide (5 mL) was heated at 75° C. for 2 h, and was then allowed to cool. A solution of (S)-3-amino-5-(4-methylpiperazin-1-yl)-3,4-dihydro-2H-1-benzopyran (183 mg, 0.740 mmol) in anhydrous N,N-dimethylformamide (4 mL) was added. The reaction mixture was stirred at room temperature for 5 days. The solvent was removed in vacuo, and the residue w...